Dataset: the Open Reaction Database (ORD), a public repository of structured organic reaction records. Task: describe an organic reaction: reactants, conditions, products, and yield Starting materials: S1C2=C(C(=C1)C1=CC=C(OCC3OC3)C=C1)C=CC=C2 (2-(4-benzo[b]thiophen-3-yl-phenoxymethyl)-oxirane), ClC1=C(CN)C=CC=C1 (2-chlorobenzylamine). Solvent: C(C)O (ethanol). The product is S1C2=C(C(=C1)C1=CC=C(OC[C@@H](CNCC3=C(C=CC=C3)Cl)O)C=C1)C=CC=C2 ((R)-1-(4-benzo[b]thiophen-3-yl-phenoxy)-3-(2-chloro-benzylamino)-propan-2-ol). RXN SMILES: [S:1]1[CH:5]=[C:4]([C:6]2[CH:16]=[CH:15][C:9]([O:10][CH2:11][CH:12]3[CH2:14][O:13]3)=[CH:8][CH:7]=2)[C:3]2[CH:17]=[CH:18][CH:19]=[CH:20][C:2]1=2.[Cl:21][C:22]1[CH:29]=[CH:28][CH:27]=[CH:26][C:23]=1[CH2:24][NH2:25]>C(O)C>[S:1]1[CH:5]=[C:4]([C:6]2[CH:16]=[CH:15][C:9]([O:10][CH2:11][C@H:12]([OH:13])[CH2:14][NH:25][CH2:24][C:23]3[CH:26]=[CH:27][CH:28]=[CH:29][C:22]=3[Cl:21])=[CH:8][CH:7]=2)[C:3]2[CH:17]=[CH:18][CH:19]=[CH:20][C:2]1=2. Reported procedure: The title compound is prepared from a mixture of 2-(4-benzo[b]thiophen-3-yl-phenoxymethyl)-oxirane, 2-chlorobenzylamine and ethanol essentially as described above in Example 94. Purity by LC/MS=99%, [M+H]+=424. Reactants: Ethyl oxalyl chloride, C(CC)NC(=S)NC1=CC2=C(OC(C(N2CC#C)=O)(F)F)C=C1F (1-propyl-3-(2,2,7-trifluoro-3-oxo-4-(prop-2-ynyl)-3,4-dihydro-2H-benzo[b][1,4]oxazin-6-yl)thiourea). Run in ClCCl (dichloromethane). Run at time 8 hour. The product is C(CC)N1C(N(C(C1=O)=O)C=1C(=CC2=C(N(C(C(O2)(F)F)=O)CC#C)C1)F)=S (1-Propyl-2-thioxo-3-(2,2,7-trifluoro-3-oxo-4-prop-2-ynyl-3,4-dihydro-2H-benzo[1,4]oxazin-6-yl)-imidazolidine-4,5-dione). Isolated yield 96.8%. Reaction SMILES: [CH2:1]([NH:4][C:5]([NH:7][C:8]1[C:23]([F:24])=[CH:22][C:11]2[O:12][C:13]([F:21])([F:20])[C:14](=[O:19])[N:15]([CH2:16][C:17]#[CH:18])[C:10]=2[CH:9]=1)=[S:6])[CH2:2][CH3:3]>ClCCl>[CH2:1]([N:4]1[C:13](=[O:12])[C:14](=[O:19])[N:7]([C:8]2[C:23]([F:24])=[CH:22][C:11]3[O:12][C:13]([F:21])([F:20])[C:14](=[O:19])[N:15]([CH2:16][C:17]#[CH:18])[C:10]=3[CH:9]=2)[C:5]1=[S:6])[CH2:2][CH3:3]. Reported procedure: Ethyl oxalyl chloride (0.487 ml, 4.36 mmol) was added to a stirred solution of 1-propyl-3-(2,2,7-trifluoro-3-oxo-4-(prop-2-ynyl)-3,4-dihydro-2H-benzo[b][1,4]oxazin-6-yl)thiourea (1197 mg, 3.35 mmol) in dichloromethane (20 ml) at room temperature under nitrogen. The resulting mixture was stirred overnight at room temperature, and then evaporated in vacuo. Toluene was added to the yellow residue, and the resulting suspension was refluxed for 3 hours, resulting in a clear solution. The reaction mix... Product: COc1ccc2c(NCC(O)(CC(C)(C)c3cc(F)ccc3O)C(F)(F)F)cccc2n1. Reactants: ClCCl, COc1ccc2c(NCC(O)(CC(C)(C)c3cc(F)ccc3OC)C(F)(F)F)cccc2n1, [Na+], O=C([O-])O. RXN SMILES: [Cl:39][CH2:40][Cl:41].[F:1][c:2]1[cH:3][cH:4][c:5]([O:32][CH3:33])[c:6]([C:8]([CH2:9][C:10]([CH2:11][NH:12][c:13]2[c:14]3[cH:15][cH:16][c:17]([O:23][CH3:24])[n:18][c:19]3[cH:20][cH:21][cH:22]2)([OH:25])[C:26]([F:27])([F:28])[F:29])([CH3:30])[CH3:31])[cH:7]1.[Na+:38].[O-:34][C:35]([OH:36])=[O:37]>>[F:1][c:2]1[cH:3][cH:4][c:5]([OH:32])[c:6]([C:8]([CH2:9][C:10]([CH2:11][NH:12][c:13]2[c:14]3[cH:15][cH:16][c:17]([O:23][CH3:24])[n:18][c:19]3[cH:20][cH:21][cH:22]2)([OH:25])[C:26]([F:27])([F:28])[F:29])([CH3:30])[CH3:31])[cH:7]1. Reactants: C1CCC(CC1)(C2=CC=C(C=C2)O)C3=CC=C(C=C3)O (bisphenol-Z), C1(=CC=CC=C1)C (toluene), C([O-])([O-])=O.[K+].[K+] (potassium carbonate), FC1=CC=C(C(=O)C2=CC=C(C=C2)F)C=C1 (4,4′-difluorobenzophenone). The solvent is O (water), CN(C(C)=O)C (N,N-dimethylacetamide), O (water). Yields the product C1CCC(CC1)(C2=CC=C(C=C2)O)C3=CC=C(C=C3)O.C(C1=CC=CC=C1)(=O)C1=CC=CC=C1 (bisphenol-Z benzophenone). RXN SMILES: [CH2:1]1[CH2:6][CH2:5][C:4]([C:14]2[CH:19]=[CH:18][C:17]([OH:20])=[CH:16][CH:15]=2)([C:7]2[CH:12]=[CH:11][C:10]([OH:13])=[CH:9][CH:8]=2)[CH2:3][CH2:2]1.C(=O)([O-])[O-].[K+].[K+].F[C:28]1[CH:42]=[CH:41][C:31]([C:32]([C:34]2[CH:39]=[CH:38][C:37](F)=[CH:36][CH:35]=2)=[O:33])=[CH:30][CH:29]=1.C1(C)C=CC=CC=1>O.CN(C)C(=O)C>[CH2:1]1[CH2:6][CH2:5][C:4]([C:7]2[CH:8]=[CH:9][C:10]([OH:13])=[CH:11][CH:12]=2)([C:14]2[CH:19]=[CH:18][C:17]([OH:20])=[CH:16][CH:15]=2)[CH2:3][CH2:2]1.[C:32]([C:34]1[CH:39]=[CH:38][CH:37]=[CH:36][CH:35]=1)(=[O:33])[C:31]1[CH:41]=[CH:42][CH:28]=[CH:29][CH:30]=1 |f:1.2.3,8.9|. Procedure details: In a three neck 500 mL round-bottom flask was weighed bisphenol-Z (35.0000 g, 130.42 mmol), potassium carbonate (36.0505 g, 260.45 mmol), 4,4′-difluorobenzophenone (28.4587 g, 130.42 mmol), toluene (115 g) and N,N-dimethylacetamide (233 g). The flask was fitted with a condenser and a thermometer. The light yellow mixture was stirred and heated to reflux. The water formed was azeotropically distilled with toluene. On complete removal of water and toluene, the solution was stirred at reflux for ab... Reactants: FC(C=1C=C(C(C(=O)O)=CC1)N)(F)F (4-trifluoromethylanthranilic acid), IC1=C(C(=O)OC)C=CC=C1 (methyl 2-iodobenzoate). Solvent: CO.O (MeOH H2O). Product: FC(C1=CC(=C(C(=O)O)C=C1)NC1=C(C=CC=C1)C(=O)OC)(F)F (4-trifluoromethyl-2-(2-methoxycarbonylphenyamino)benzoic acid). Isolated yield 43.0%. As a reaction SMILES: [F:1][C:2]([F:14])([F:13])[C:3]1[CH:4]=[C:5]([NH2:12])[C:6](=[CH:10][CH:11]=1)[C:7]([OH:9])=[O:8].I[C:16]1[CH:25]=[CH:24][CH:23]=[CH:22][C:17]=1[C:18]([O:20][CH3:21])=[O:19]>CO.O>[F:1][C:2]([F:13])([F:14])[C:3]1[CH:11]=[CH:10][C:6]([C:7]([OH:9])=[O:8])=[C:5]([NH:12][C:16]2[CH:25]=[CH:24][CH:23]=[CH:22][C:17]=2[C:18]([O:20][CH3:21])=[O:19])[CH:4]=1 |f:2.3|. Reported procedure: Reaction of 4-trifluoromethylanthranilic acid and methyl 2-iodobenzoate by the reported method [Rewcastle and Denny, Synth, Comm 1987, 17, 309 gave 4-trifluoromethyl-2-(2-methoxycarbonylphenyamino)benzoic acid (43%), mp (MeOH/H2O) 206-207° C. 1H NMR [(CD3)2SO] δ 3.87 (s, 3 H, CO2CH3), 7.12 (ddd, J=8.0, 6.1, 2.1 Hz, 1 H., H-5'), 7.23 (dd, J=8.3, 1.0 Hz, 1 H, ArH), 7.55-7.62 (m, 3 H, 3×ArH), 7.95 (dd, J=8.0, 1.3 Hz, 1 H, ArH), 8.12 (d, J=8.2 Hz, 1 H, ArH). Formation of the corresponding imidazolid... Starting materials: FC(CO)(F)F (2,2,2-trifluoroethanol), HCl ice water, BrC=1C=CC(=NC1Cl)C(=O)O (5-bromo-6-chloropicolinic acid), [OH-].[K+] (potassium hydroxide), FC(CO)(F)F (2,2,2-trifluoroethanol). The solvent is CS(=O)C (DMSO). Conditions: time 15 minute. The product is BrC=1C=CC(=NC1OCC(F)(F)F)C(=O)O (5-Bromo-6-(2,2,2-trifluoro-ethoxy)-pyridine-2-carboxylic acid). RXN SMILES: [Br:1][C:2]1[CH:3]=[CH:4][C:5]([C:9]([OH:11])=[O:10])=[N:6][C:7]=1Cl.[OH-].[K+].[F:14][C:15]([F:19])([F:18])[CH2:16][OH:17]>CS(C)=O>[Br:1][C:2]1[CH:3]=[CH:4][C:5]([C:9]([OH:11])=[O:10])=[N:6][C:7]=1[O:17][CH2:16][C:15]([F:19])([F:18])[F:14] |f:1.2|. Reported procedure: In a 25 mL round-bottomed flask, 5-bromo-6-chloropicolinic acid (433 mg, 1.83 mmol) and powdered potassium hydroxide (411 mg, 7.32 mmol) were combined with DMSO (1.9 ml) to give a colorless solution which was stirred at room temperature for 15 min. 2,2,2-trifluoroethanol (275 mg, 198 μl, 2.75 mmol, Eq: 1.5) was added. The reaction mixture was stirred for 24 h at ambient temperature. Since the reaction was complete, 0.75 extra equivalents of 2,2,2-trifluoroethanol was added and the reaction was s... The reactants are O=C(COc1ccc(CCCCNC(=O)OCc2ccccc2)cc1)Nc1ccccc1, C1CCOC1, CC(=O)O, CCO. Product: NCCCCc1ccc(OCC(=O)Nc2ccccc2)cc1. RXN SMILES: [CH2:1]([O:2][C:3](=[O:4])[NH:10][CH2:11][CH2:12][CH2:13][CH2:14][c:15]1[cH:16][cH:17][c:18]([O:21][CH2:22][C:23]([NH:24][c:25]2[cH:26][cH:27][cH:28][cH:29][cH:30]2)=[O:31])[cH:19][cH:20]1)[c:5]1[cH:6][cH:7][cH:8][cH:9][cH:32]1.[CH2:40]1[O:41][CH2:42][CH2:43][CH2:44]1.[CH3:33][C:34](=[O:35])[OH:36].[CH3:37][CH2:38][OH:39]>>[NH2:10][CH2:11][CH2:12][CH2:13][CH2:14][c:15]1[cH:16][cH:17][c:18]([O:21][CH2:22][C:23]([NH:24][c:25]2[cH:26][cH:27][cH:28][cH:29][cH:30]2)=[O:31])[cH:19][cH:20]1.